describe an organic reaction: reactants, conditions, products, and yield From a dataset of the Open Reaction Database (ORD), a public repository of structured organic reaction records. Starting materials: C1CCOC1, COB1OC(C)(C)C(C)(C)O1, CC(C)[Mg+], [Cl-], CCOC(=O)C1CCC(n2ncc(I)c2C)CC1. Yields the product CCOC(=O)C1CCC(n2ncc(B3OC(C)(C)C(C)(C)O3)c2C)CC1. Reaction SMILES: [CH2:19]1[O:20][CH2:21][CH2:22][CH2:23]1.[CH3:29][O:30][B:31]1[O:32][C:33]([CH3:38])([CH3:39])[C:34]([CH3:36])([CH3:37])[O:35]1.[CH:25]([Mg+:26])([CH3:27])[CH3:28].[Cl-:24].[I:1][c:2]1[cH:3][n:4][n:5]([CH:8]2[CH2:9][CH2:10][CH:11]([C:14](=[O:15])[O:16][CH2:17][CH3:18])[CH2:12][CH2:13]2)[c:6]1[CH3:7]>>[c:2]1([B:31]2[O:32][C:33]([CH3:38])([CH3:39])[C:34]([CH3:36])([CH3:37])[O:35]2)[cH:3][n:4][n:5]([CH:8]2[CH2:9][CH2:10][CH:11]([C:14](=[O:15])[O:16][CH2:17][CH3:18])[CH2:12][CH2:13]2)[c:6]1[CH3:7]. Starting materials: Intermediate 223E, C(C=C)OC1=CC=C(C=C1)N\N=C\C(=O)OCC ((E)-ethyl 2-(2-(4-(allyloxy)phenyl)hydrazono)acetate), [N+](=O)([O-])C(=CC1=C(C=C(C(=O)OC(C)(C)C)C=C1)C(=O)N1CC2=CC=CC=C2CC1)CCCC (tert-butyl 4-(2-nitrohex-1-enyl)-3-(1,2,3,4-tetrahydroisoquinoline-2-carbonyl)benzoate). Product: C(C=C)OC1=CC=C(C=C1)N1N=C(C(=C1CCCC)C1=C(C=C(C=C1)C(=O)OC(C)(C)C)C(=O)N1CC2=CC=CC=C2CC1)C(=O)OCC (Ethyl 1-(4-(allyloxy)phenyl)-4-(4-(tert-butoxycarbonyl)-2-(1,2,3,4-tetrahydroisoquinoline-2-carbonyl)phenyl)-5-butyl-1H-pyrazole-3-carboxylate). The yield is 66.1%. Reaction SMILES: [CH2:1]([O:4][C:5]1[CH:10]=[CH:9][C:8]([NH:11]/[N:12]=[CH:13]/[C:14]([O:16][CH2:17][CH3:18])=[O:15])=[CH:7][CH:6]=1)[CH:2]=[CH2:3].[N+]([C:22]([CH2:49][CH2:50][CH2:51][CH3:52])=[CH:23][C:24]1[CH:36]=[CH:35][C:27]([C:28]([O:30][C:31]([CH3:34])([CH3:33])[CH3:32])=[O:29])=[CH:26][C:25]=1[C:37]([N:39]1[CH2:48][CH2:47][C:46]2[C:41](=[CH:42][CH:43]=[CH:44][CH:45]=2)[CH2:40]1)=[O:38])([O-])=O>>[CH2:1]([O:4][C:5]1[CH:10]=[CH:9][C:8]([N:11]2[C:22]([CH2:49][CH2:50][CH2:51][CH3:52])=[C:23]([C:24]3[CH:36]=[CH:35][C:27]([C:28]([O:30][C:31]([CH3:32])([CH3:34])[CH3:33])=[O:29])=[CH:26][C:25]=3[C:37]([N:39]3[CH2:48][CH2:47][C:46]4[C:41](=[CH:42][CH:43]=[CH:44][CH:45]=4)[CH2:40]3)=[O:38])[C:13]([C:14]([O:16][CH2:17][CH3:18])=[O:15])=[N:12]2)=[CH:7][CH:6]=1)[CH:2]=[CH2:3]. Reported procedure: Following a procedure analogous to that for the synthesis of Intermediate 223E, (E)-ethyl 2-(2-(4-(allyloxy)phenyl)hydrazono)acetate (64 mg, 0.26 mmol) and tert-butyl 4-(2-nitrohex-1-enyl)-3-(1,2,3,4-tetrahydroisoquinoline-2-carbonyl)benzoate (120 mg, 0.26 mmol) were converted to the title compound (114 mg, 67%) as a pale yellow oil. 1H NMR (CDCl3, 1:1 mixture of amide rotamers) δ 8.10 (dd, J=8, 2 Hz, 1H), 8.04-8.03 (m, 1H), 7.43-6.81 (m, 9H), 6.11-6.04 (m, 1H), 5.45-5.40 (m, 1H), 5.34-5.30 (m, ... The reactants are [O-]CC.[Na+] (Sodium ethoxide), ClC1=C(C(=O)OCC(F)(F)F)C=CC(=N1)OCC(F)(F)F (2,2,2-trifluoroethyl 2-chloro-6-(2,2,2-trifluoroethoxy)nicotinate), O (water). Run in O1CCCC1 (tetrahydrofuran). Run at time 1 hour. Yields the product C(C)OC1=C(C(=O)OCC)C=CC(=N1)OCC(F)(F)F (ethyl 2-ethoxy-6-(2,2,2-trifluoroethoxy)nicotinate). Isolated yield 87.4%. RXN SMILES: [O-:1][CH2:2][CH3:3].[Na+].Cl[C:6]1[N:19]=[C:18]([O:20][CH2:21][C:22]([F:25])([F:24])[F:23])[CH:17]=[CH:16][C:7]=1[C:8]([O:10][CH2:11][C:12](F)(F)F)=[O:9].O>O1CCCC1>[CH2:2]([O:1][C:6]1[N:19]=[C:18]([O:20][CH2:21][C:22]([F:25])([F:23])[F:24])[CH:17]=[CH:16][C:7]=1[C:8]([O:10][CH2:11][CH3:12])=[O:9])[CH3:3] |f:0.1|. Procedure details: Sodium ethoxide (1.4 mL, 3.55 mmol, 20% in ethanol) is added to a solution of 2,2,2-trifluoroethyl 2-chloro-6-(2,2,2-trifluoroethoxy)nicotinate (400 mg, 1.19 mmol, Step-1 of Amine-37) in tetrahydrofuran (15 mL) and stirred at room temperature for 1 hour. The reaction mixture is poured into water and extracted with ethyl acetate and dried over sodium sulfate and concentrated in vacuo. The residue is purified by column chromatography on silica gel eluting with n-Hexane/ethyl acetate (7:1) to give ... Reactants: FC1=CC=C(C=O)C=C1 (4-fluoro-benzaldehyde), C(C)(C)C1=C(C=CC=C1)O (2-isopropyl-phenol), C([O-])([O-])=O.[K+].[K+] (potassium carbonate). Run in CN(C(C)=O)C (N,N-dimethyl acetamide). Reaction conditions: temperature 150 celsius, time 18 hour. Yields the product C(C)(C)C1=C(OC2=CC=C(C=O)C=C2)C=CC=C1 (4-(2-Isopropyl-phenoxy)-benzaldehyde). The yield is 77.5%. As a reaction SMILES: F[C:2]1[CH:9]=[CH:8][C:5]([CH:6]=[O:7])=[CH:4][CH:3]=1.[CH:10]([C:13]1[CH:18]=[CH:17][CH:16]=[CH:15][C:14]=1[OH:19])([CH3:12])[CH3:11].C(=O)([O-])[O-].[K+].[K+]>CN(C)C(=O)C>[CH:10]([C:13]1[CH:18]=[CH:17][CH:16]=[CH:15][C:14]=1[O:19][C:2]1[CH:9]=[CH:8][C:5]([CH:6]=[O:7])=[CH:4][CH:3]=1)([CH3:12])[CH3:11] |f:2.3.4|. Reported procedure: To a mixture of 4-fluoro-benzaldehyde (1.5 g, 12.08 mmol) and 2-isopropyl-phenol (1.64 g, 12.08 mmol) in anhydrous N,N-dimethyl acetamide (20 mL) was added granulated potassium carbonate (3.7 g, 26.58 mmol). The reaction mixture was stirred at 150° C. for 18 hours and was partitioned between ethyl acetate and brine. The ethyl acetate layer was washed with saturated aqueous hydrogenocarbonate solution, brine, dried over Na2SO4, filtered, and the solvent evaporated in vacuo to yield a crude oil. T... Reported procedure: 1-[1-(2-Toluoylmethyl)-2-oxo-5-(2-thenoyl)-8-methyl-1,3,4,5-tetrahydro-2H-1,5-benzodiazepin-3-yl]-3-(3-tert-butoxycarbonylphenyl)urea (3.35 g) was dissolved in trifluoroacetic acid (30 ml), and then stirred for one hour at room temperature. The reaction mixture was concentrated under reduced pressure, hexane was added to the residue for trituration, and collected by filtration, to thereby obtain 3.04 g of the title compound as colorless powder (Yield: 99%). Run at time 1 hour. The product is C=1(C(=CC=CC1)C(=O)CN1C(C(CN(C2=C1C=C(C=C2)C)C(C2=CC=CS2)=O)NC(NC=2C=C(C(=O)O)C=CC2)=O)=O)C ((−)-3-[3-[1-(2-toluoylmethyl)-2-oxo-5-(2-thenoyl)-8-methyl-1,3,4,5-tetrahydro-2H-1,5-benzodiazepin-3-yl]ureido]benzoic acid). RXN SMILES: [C:1]1([CH3:47])[C:2]([C:7]([CH2:9][N:10]2[C:16]3[CH:17]=[C:18]([CH3:21])[CH:19]=[CH:20][C:15]=3[N:14]([C:22](=[O:28])[C:23]3[S:27][CH:26]=[CH:25][CH:24]=3)[CH2:13][CH:12]([NH:29][C:30]([NH:32][C:33]3[CH:38]=[CH:37][CH:36]=[C:35]([C:39]([O:41]C(C)(C)C)=[O:40])[CH:34]=3)=[O:31])[C:11]2=[O:46])=[O:8])=[CH:3][CH:4]=[CH:5][CH:6]=1>FC(F)(F)C(O)=O>[C:1]1([CH3:47])[C:2]([C:7]([CH2:9][N:10]2[C:16]3[CH:17]=[C:18]([CH3:21])[CH:19]=[CH:20][C:15]=3[N:14]([C:22](=[O:28])[C:23]3[S:27][CH:26]=[CH:25][CH:24]=3)[CH2:13][CH:12]([NH:29][C:30](=[O:31])[NH:32][C:33]3[CH:34]=[C:35]([CH:36]=[CH:37][CH:38]=3)[C:39]([OH:41])=[O:40])[C:11]2=[O:46])=[O:8])=[CH:3][CH:4]=[CH:5][CH:6]=1. Reactants: C=1(C(=CC=CC1)C(=O)CN1C(C(CN(C2=C1C=C(C=C2)C)C(C2=CC=CS2)=O)NC(=O)NC2=CC(=CC=C2)C(=O)OC(C)(C)C)=O)C (1-[1-(2-Toluoylmethyl)-2-oxo-5-(2-thenoyl)-8-methyl-1,3,4,5-tetrahydro-2H-1,5-benzodiazepin-3-yl]-3-(3-tert-butoxycarbonylphenyl)urea). The yield is 99.3%. Solvent: FC(C(=O)O)(F)F (trifluoroacetic acid). Starting materials: 65c, C(C)OC(C(C(CC)=O)CC1=C(C=C(C=C1)C(=O)N1CCCC1)Cl)=O (2-[2-chloro-4-(pyrrolidine-1-carbonyl)benzyl]-3-oxopentanoic acid ethyl ester), COC([C@H](C)OC1=CC(=C(C=C1)F)N)=O ((S)-2-(3-amino-4-fluorophenoxy)propionic acid methyl ester). The product is COC([C@H](C)OC1=C2C(C(=C(NC2=C(C=C1)F)CC)CC1=C(C=C(C=C1)C(=O)N1CCCC1)Cl)=O)=O ((S)-2-{3-[2-chloro-4-(pyrrolidine-1-carbonyl)benzyl]-2-ethyl-8-fluoro-4-oxo-1,4-dihydroquinolin-5-yloxy}propionic Acid Methyl Ester). RXN SMILES: C([O:3][C:4](=O)[CH:5]([CH2:10][C:11]1[CH:16]=[CH:15][C:14]([C:17]([N:19]2[CH2:23][CH2:22][CH2:21][CH2:20]2)=[O:18])=[CH:13][C:12]=1[Cl:24])[C:6](=O)[CH2:7][CH3:8])C.[CH3:26][O:27][C:28](=[O:40])[C@@H:29]([O:31][C:32]1[CH:37]=[CH:36][C:35]([F:38])=[C:34]([NH2:39])[CH:33]=1)[CH3:30]>>[CH3:26][O:27][C:28](=[O:40])[C@@H:29]([O:31][C:32]1[CH:37]=[CH:36][C:35]([F:38])=[C:34]2[C:33]=1[C:4](=[O:3])[C:5]([CH2:10][C:11]1[CH:16]=[CH:15][C:14]([C:17]([N:19]3[CH2:23][CH2:22][CH2:21][CH2:20]3)=[O:18])=[CH:13][C:12]=1[Cl:24])=[C:6]([CH2:7][CH3:8])[NH:39]2)[CH3:30]. Procedure details: The title compound was prepared by the method of Preparation 65c using 2-[2-chloro-4-(pyrrolidine-1-carbonyl)benzyl]-3-oxopentanoic acid ethyl ester and (S)-2-(3-amino-4-fluorophenoxy)propionic acid methyl ester.